This data is from the Open Reaction Database (ORD), a public repository of structured organic reaction records. The task is: describe an organic reaction: reactants, conditions, products, and yield Reactants: [Al] (aluminum), C(C)(C)(C)OC(NCC1=NC=C(C2=CC(=C(C=C12)OC)OC)NC(=S)N)=O ((6,7-dimethoxy-4-thioureido-isoquinolin-1-ylmethyl)carbamic acid tert-butyl ester), BrCC(C(=O)OCC)=O (ethyl bromopyruvate), [O-]S(=O)(=O)[O-].[Mg+2] (MgSO4). The solvent is CC(=O)C (acetone). Conditions: time 3 hour. Yields the product C(C)OC(=O)C=1N=C(SC1)NC1=CN=C(C2=CC(=C(C=C12)OC)OC)CNC(=O)OC(C)(C)C (2-[1-(tert-butoxycarbonylamino-methyl)-6,7-dimethoxy-isoquinolin-4-ylamino]thiazole-4-carboxylic acid ethyl ester). Reaction SMILES: [C:1]([O:5][C:6](=[O:27])[NH:7][CH2:8][C:9]1[C:18]2[C:13](=[CH:14][C:15]([O:21][CH3:22])=[C:16]([O:19][CH3:20])[CH:17]=2)[C:12]([NH:23][C:24]([NH2:26])=[S:25])=[CH:11][N:10]=1)([CH3:4])([CH3:3])[CH3:2].Br[CH2:29][C:30](=O)[C:31]([O:33][CH2:34][CH3:35])=[O:32].[O-]S([O-])(=O)=O.[Mg+2].[Al]>CC(C)=O>[CH2:34]([O:33][C:31]([C:30]1[N:26]=[C:24]([NH:23][C:12]2[C:13]3[C:18](=[CH:17][C:16]([O:19][CH3:20])=[C:15]([O:21][CH3:22])[CH:14]=3)[C:9]([CH2:8][NH:7][C:6]([O:5][C:1]([CH3:4])([CH3:2])[CH3:3])=[O:27])=[N:10][CH:11]=2)[S:25][CH:29]=1)=[O:32])[CH3:35] |f:2.3|. Procedure details: A solution of (6,7-dimethoxy-4-thioureido-isoquinolin-1-ylmethyl)carbamic acid tert-butyl ester (50 mg, 0.127 mmol) and ethyl bromopyruvate (30.4 mg, 0.140 mmol) in acetone (1.4 mL) in a conical vial was added MgSO4 (7.7 mg, 0.0637 mmol). The resulting suspension was placed in an aluminum block preheated to 60° C. and was allowed to stir for 3.0 h. The reaction was cooled and concentrated. The residue was purified using a 5 g silica cartridge (MeOH/CH2Cl2, 1:99) to give 2-[1-(tert-butoxycarbonyl... The reactants are 37.5, ClC1=C(C(=CC=C1[N+](=O)[O-])Cl)C(C(=O)N)NC1=CC=C(C=C1)Cl (2,6-dichloro-α-[(4-chlorophenyl)amino]-3-nitrobenzeneacetamide), [Cl-].[NH4+] (ammonium chloride). The reagents and catalysts are [Fe] (iron). Run in CC1=CC=CC=C1 (methylbenzene). Conditions: time 50 minute. Yields the product NC=1C(=C(C(=CC1)Cl)C(C(=O)N)NC1=CC=C(C=C1)Cl)Cl (3-amino-2,6-dichloro-α-[(4-chlorophenyl)amino]benzeneacetamide). Reaction SMILES: [Cl:1][C:2]1[C:7]([N+:8]([O-])=O)=[CH:6][CH:5]=[C:4]([Cl:11])[C:3]=1[CH:12]([NH:16][C:17]1[CH:22]=[CH:21][C:20]([Cl:23])=[CH:19][CH:18]=1)[C:13]([NH2:15])=[O:14].[Cl-].[NH4+]>[Fe].CC1C=CC=CC=1>[NH2:8][C:7]1[C:2]([Cl:1])=[C:3]([CH:12]([NH:16][C:17]2[CH:22]=[CH:21][C:20]([Cl:23])=[CH:19][CH:18]=2)[C:13]([NH2:15])=[O:14])[C:4]([Cl:11])=[CH:5][CH:6]=1 |f:1.2|. Procedure details: To a stirred and refluxed mixture of 37.5 parts of 2,6-dichloro-α-[(4-chlorophenyl)amino]-3-nitrobenzeneacetamide, 500 parts of an ammonium chloride solution 1 N and 800 parts of methylbenzene are added 28 parts of iron powder. Upon completion, stirring at reflux is continued for 50 minutes. The reaction mixture is filtered and the crystallized product is filtered off from the filtrate. It is boiled in 1000 parts of methylbenzene: one part dissolves, but crystallized again upon cooling to room t... Reactants: ClC1=CC(=NC=C1)CO ((4-chloro-pyridin-2-yl)-methanol), ClN1C(CCC1=O)=O (N-chlorosuccinimide), CNCCCO (3-methylamino-propanol), crude product. Product: ClC=1C(=NC=CC1N(CCCO)C)CO (3-[(3-Chloro-2-hydroxymethyl-pyridin-4-yl)-methyl-amino]-propanol). As a reaction SMILES: Cl[C:2]1[CH:7]=[CH:6][N:5]=[C:4]([CH2:8][OH:9])[CH:3]=1.[CH3:10][NH:11][CH2:12][CH2:13][CH2:14][OH:15].[Cl:16]N1C(=O)CCC1=O>>[Cl:16][C:3]1[C:4]([CH2:8][OH:9])=[N:5][CH:6]=[CH:7][C:2]=1[N:11]([CH3:10])[CH2:12][CH2:13][CH2:14][OH:15]. Procedure details: As described in example D3., the title compound is prepared in two steps starting from (4-chloro-pyridin-2-yl)-methanol (15.3 g, 106 mmol) and 3-methylamino-propanol (10.0 g, 112 mmol) and subsequent chlorination of the crude product with N-chlorosuccinimide (19 g, 143 mmol). Yield: 6.4 g (26%), colourless oil. Reactants: ClC1=CC=C(C=C1)C1N=C(N(C1C1=CC=C(C=C1)Cl)C(=O)Cl)C=1C(=NC(=NC1)SC)OCC (4,5-Bis-(4-chloro-phenyl)-2-(4-ethoxy-2-methylsulfanyl-pyrimidin-5-yl)-4,5-dihydro-imidazole-1-carbonyl chloride), N1(CCOCC1)C(CN1CCNCC1)=O (1-morpholin-4-yl-2-piperazin-1-yl-ethanone). The product is ClC1=CC=C(C=C1)[C@@H]1N=C(N([C@@H]1C1=CC=C(C=C1)Cl)C(=O)N1CCN(CC1)CC(=O)N1CCOCC1)C=1C(=NC(=NC1)SC)OCC (cis-2-{4-[4,5-bis-(4-chloro-phenyl)-2-(4-ethoxy-2-methylsulfanyl-pyrimidin-5-yl)-4,5-dihydro-imidazole-1-carbonyl]-piperazin-1-yl}-1-morpholin-4-yl-ethanone). Reaction SMILES: [Cl:1][C:2]1[CH:7]=[CH:6][C:5]([CH:8]2[CH:12]([C:13]3[CH:18]=[CH:17][C:16]([Cl:19])=[CH:15][CH:14]=3)[N:11]([C:20](Cl)=[O:21])[C:10]([C:23]3[C:24]([O:31][CH2:32][CH3:33])=[N:25][C:26]([S:29][CH3:30])=[N:27][CH:28]=3)=[N:9]2)=[CH:4][CH:3]=1.[N:34]1([C:40](=[O:48])[CH2:41][N:42]2[CH2:47][CH2:46][NH:45][CH2:44][CH2:43]2)[CH2:39][CH2:38][O:37][CH2:36][CH2:35]1>>[Cl:1][C:2]1[CH:3]=[CH:4][C:5]([C@H:8]2[C@@H:12]([C:13]3[CH:14]=[CH:15][C:16]([Cl:19])=[CH:17][CH:18]=3)[N:11]([C:20]([N:45]3[CH2:44][CH2:43][N:42]([CH2:41][C:40]([N:34]4[CH2:35][CH2:36][O:37][CH2:38][CH2:39]4)=[O:48])[CH2:47][CH2:46]3)=[O:21])[C:10]([C:23]3[C:24]([O:31][CH2:32][CH3:33])=[N:25][C:26]([S:29][CH3:30])=[N:27][CH:28]=3)=[N:9]2)=[CH:6][CH:7]=1. Procedure: cis-4-[4,5-Bis-(4-chloro-phenyl)-2-(4-ethoxy-2-methylsulfanyl-pyrimidin-5-yl)-4,5-dihydro-imidazole-1-carbonyl chloride (example 12) was reacted with 1-morpholin-4-yl-2-piperazin-1-yl-ethanone (Oakwood Products) to give cis-2-{4-[4,5-bis-(4-chloro-phenyl)-2-(4-ethoxy-2-methylsulfanyl-pyrimidin-5-yl)-4,5-dihydro-imidazole-1-carbonyl]-piperazin-1-yl}-1-morpholin-4-yl-ethanone in an analogous manner as described in example 1. HR-MS (ES, m/z) calculated for C33H38N7O4SCl2 [(M+H)+] 698.2078, observed... The reactants are 80, intermediate 47, ClC=1C=C(C=CC1)C(C1=CC=C(C=C1)NC(C)=O)N1C=NC=C1 (N-[4-[(3-chlorophenyl) (1H-imidazol-1-yl)methyl]phenyl]acetamide), Cl (hydrochloric acid). The solvent is CO (methanol). Run at time 2 hour. Product: 14.1, ClC=1C=C(C=CC1)C(C1=CC=C(C=C1)N)N1C=NC=C1 (4-[(3-chlorophenyl) (1H-imidazol-1-yl)methyl]benzenamine). The yield is 20.2%. As a reaction SMILES: [Cl:1][C:2]1[CH:3]=[C:4]([CH:8]([N:19]2[CH:23]=[CH:22][N:21]=[CH:20]2)[C:9]2[CH:14]=[CH:13][C:12]([NH:15]C(=O)C)=[CH:11][CH:10]=2)[CH:5]=[CH:6][CH:7]=1.Cl>CO>[Cl:1][C:2]1[CH:3]=[C:4]([CH:8]([N:19]2[CH:23]=[CH:22][N:21]=[CH:20]2)[C:9]2[CH:10]=[CH:11][C:12]([NH2:15])=[CH:13][CH:14]=2)[CH:5]=[CH:6][CH:7]=1. Reported procedure: A mixture of 80 parts of intermediate 47, namely N-[4-[(3-chlorophenyl) (1H-imidazol-1-yl)methyl]phenyl]acetamide, 150 ml of an aqueous hydrochloric acid solution 2N and 15.8 parts of methanol was stirred for 2 hours at reflux temperature. The reaction mixture was evaporated and the residue was basified. The product was extracted with dichloromethane and the extract was dried, filtered and evaporated. The residue was purified by column chromatography (silica gel; CH2Cl2 /CH3OH 98:2). The eluent ...